This data is from the Open Reaction Database (ORD), a public repository of structured organic reaction records. The task is: describe an organic reaction: reactants, conditions, products, and yield The reactants are C(C)(=O)OCC (ethyl acetate), Cl.COC([C@@H](N)CC(C)C)=O ((L)-leucine methyl ester hydrochloride), C(C)OC(\C=C(/CBr)\OC1=CC=CC2=C1N=C(O2)C)=O ((E)-4-bromo-3-(2-methyl-benzooxazol-4-yloxy)-but-2-enoic acid ethyl ester), C(C)(C)N(C(C)C)CC (N,N-diisopropylethylamine). The solvent is C(C)#N (acetonitrile). Conditions: temperature 100 celsius. Product: COC([C@H](CC(C)C)N1C(C=C(C1)OC1=CC=CC2=C1N=C(O2)C)=O)=O ((S)-4-methyl-2-[4-(2-methyl-benzooxazol-4-yloxy)-2-oxo-2,5-dihydro-pyrrol-1-yl]-pentanoic acid methyl ester). The yield is 55.8%. RXN SMILES: Cl.[CH3:2][O:3][C:4](=[O:11])[C@H:5]([CH2:7][CH:8]([CH3:10])[CH3:9])[NH2:6].C([O:14][C:15](=O)/[CH:16]=[C:17](/[O:20][C:21]1[C:26]2[N:27]=[C:28]([CH3:30])[O:29][C:25]=2[CH:24]=[CH:23][CH:22]=1)\[CH2:18]Br)C.C(N(CC)C(C)C)(C)C.C(OCC)(=O)C>C(#N)C>[CH3:2][O:3][C:4](=[O:11])[C@@H:5]([N:6]1[CH2:18][C:17]([O:20][C:21]2[C:26]3[N:27]=[C:28]([CH3:30])[O:29][C:25]=3[CH:24]=[CH:23][CH:22]=2)=[CH:16][C:15]1=[O:14])[CH2:7][CH:8]([CH3:10])[CH3:9] |f:0.1|. Reported procedure: A mixture of (L)-leucine methyl ester hydrochloride (0.570 g, 3.14 mmol), (E)-4-bromo-3-(2-methyl-benzooxazol-4-yloxy)-but-2-enoic acid ethyl ester (0.970 g, 2.85 mmol) and N,N-diisopropylethylamine (0.809 g, 6.21 mmol) in acetonitrile (20 mL) in a sealed tube was heated at 100° C. for 5 h. The reaction mixture was then cooled to room temperature and ethyl acetate was added. The mixture was then filtered. The filtrate was washed successively with aqueous saturated ammonium chloride, water, and b... Reactants: C(C)(=O)OCC1=NC2=CC=C(C=C2C(=C1C)OCC1=CC=CC=C1)C ([4-(benzyloxy)-3,6-dimethylquinolin-2-yl]methyl acetate), [OH-].[Na+] (sodium hydroxide). Solvent: C1CCOC1.CO (THF methanol). Run at time 3 hour. The product is C(C1=CC=CC=C1)OC1=C(C(=NC2=CC=C(C=C12)C)CO)C ([4-(benzyloxy)-3,6-dimethylquinolin-2-yl]methanol). The yield is 85.7%. As a reaction SMILES: C([O:4][CH2:5][C:6]1[C:15]([CH3:16])=[C:14]([O:17][CH2:18][C:19]2[CH:24]=[CH:23][CH:22]=[CH:21][CH:20]=2)[C:13]2[C:8](=[CH:9][CH:10]=[C:11]([CH3:25])[CH:12]=2)[N:7]=1)(=O)C.[OH-].[Na+]>C1COCC1.CO>[CH2:18]([O:17][C:14]1[C:13]2[C:8](=[CH:9][CH:10]=[C:11]([CH3:25])[CH:12]=2)[N:7]=[C:6]([CH2:5][OH:4])[C:15]=1[CH3:16])[C:19]1[CH:20]=[CH:21][CH:22]=[CH:23][CH:24]=1 |f:1.2,3.4|. Procedure details: To a solution of [4-(benzyloxy)-3,6-dimethylquinolin-2-yl]methyl acetate (1.20 g) in THF-methanol (1:3, 24 mL) was added a 1M aqueous sodium hydroxide solution (5.5 mL), followed by stirring at room temperature for 3 hours. The reaction solution was concentrated under reduced pressure and water was then added to the residue. The precipitated solid was collected by filtration, washed with water, and dried to obtain [4-(benzyloxy)-3,6-dimethylquinolin-2-yl]methanol (900 mg). Starting materials: C[SiH](C)OC1=C(SCCCCCCO)C(=O)CC1C(C)(C)C, CC(=O)OC(C)=O, CO, c1ccncc1. Yields the product CC(=O)OCCCCCCSC1=C(O[SiH](C)C)C(C(C)(C)C)CC1=O. As a reaction SMILES: [C:1]([CH3:2])([CH3:3])([CH3:4])[CH:5]1[C:6]([O:19][SiH:20]([CH3:21])[CH3:22])=[C:7]([S:11][CH2:12][CH2:13][CH2:14][CH2:15][CH2:16][CH2:17][OH:18])[C:8](=[O:10])[CH2:9]1.[CH3:23][C:24](=[O:25])[O:26][C:27](=[O:28])[CH3:29].[CH3:36][OH:37].[cH:30]1[cH:31][cH:32][n:33][cH:34][cH:35]1>>[C:1]([CH3:2])([CH3:3])([CH3:4])[CH:5]1[C:6]([O:19][SiH:20]([CH3:21])[CH3:22])=[C:7]([S:11][CH2:12][CH2:13][CH2:14][CH2:15][CH2:16][CH2:17][O:18][C:24]([CH3:23])=[O:25])[C:8](=[O:10])[CH2:9]1.